Task: describe an organic reaction: reactants, conditions, products, and yield. Dataset: the Open Reaction Database (ORD), a public repository of structured organic reaction records Reactants: ice water, [H-].[Na+] (sodium hydride), C(C1=CC=CC=C1)Br (benzylbromide), CC1C(NCC1C(=O)OCC)=O (ethyl 3-methyl-2-oxo-4-pyrrolidinecarboxylate). Run in O1CCOCC1 (dioxane). Run at time 8 hour. The product is C(C1=CC=CC=C1)N1C(C(C(C1)C(=O)OCC)C)=O (ethyl 1-benzyl-3-methyl-2-oxo-4-pyrrolidinecarboxylate). Isolated yield 80.7%. As a reaction SMILES: [H-].[Na+].[CH3:3][CH:4]1[CH:8]([C:9]([O:11][CH2:12][CH3:13])=[O:10])[CH2:7][NH:6][C:5]1=[O:14].[CH2:15](Br)[C:16]1[CH:21]=[CH:20][CH:19]=[CH:18][CH:17]=1>O1CCOCC1>[CH2:15]([N:6]1[CH2:7][CH:8]([C:9]([O:11][CH2:12][CH3:13])=[O:10])[CH:4]([CH3:3])[C:5]1=[O:14])[C:16]1[CH:21]=[CH:20][CH:19]=[CH:18][CH:17]=1 |f:0.1|. Procedure: To a suspension of sodium hydride (2.30 g) in absolute dioxane (100 ml) was added dropwise ethyl 3-methyl-2-oxo-4-pyrrolidinecarboxylate (13.68 g) with stirring at room temperature. After stirring for 30 minutes, to a reaction mixture was added benzylbromide (16.42 g) during 20 minutes, then stirred for 2 hours and allowed to stand overnight at room temperature. The reaction mixture was poured into ice-water (100 ml) and extracted with chloroform, washed with water, dried over anhydrous sodium s... Starting materials: COc1cc(N(CCc2ccc(C(F)(F)F)nc2)C(=O)C(OC(C)=O)c2ccccc2)ccc1C, [Li+], C1CCOC1, [OH-], O, O. Yields the product COc1cc(N(CCc2ccc(C(F)(F)F)nc2)C(=O)C(O)c2ccccc2)ccc1C. Reaction SMILES: [CH3:1][O:2][c:3]1[cH:4][c:5]([N:10]([C:11](=[O:12])[CH:13]([c:14]2[cH:15][cH:16][cH:17][cH:18][cH:19]2)[O:20][C:21](=[O:22])[CH3:23])[CH2:24][CH2:25][c:26]2[cH:27][n:28][c:29]([C:32]([F:33])([F:34])[F:35])[cH:30][cH:31]2)[cH:6][cH:7][c:8]1[CH3:9].[Li+:38].[O:39]1[CH2:40][CH2:41][CH2:42][CH2:43]1.[OH-:37].[OH2:36].[OH2:44]>>[CH3:1][O:2][c:3]1[cH:4][c:5]([N:10]([C:11](=[O:12])[CH:13]([c:14]2[cH:15][cH:16][cH:17][cH:18][cH:19]2)[OH:20])[CH2:24][CH2:25][c:26]2[cH:27][n:28][c:29]([C:32]([F:33])([F:34])[F:35])[cH:30][cH:31]2)[cH:6][cH:7][c:8]1[CH3:9]. Reactants: CCc1cnc2c3cc(ccc13)CCCCc1nnc(o1)NC(C(C)C)C(=O)N1CC(CC1C(=O)OC)O2, C1CCOC1, Cl, [Li+], [OH-], O. Yields the product CCc1cnc2c3cc(ccc13)CCCCc1nnc(o1)NC(C(C)C)C(=O)N1CC(CC1C(=O)O)O2. As a reaction SMILES: [CH2:1]([CH3:2])[c:3]1[c:4]2[cH:5][cH:6][c:7]3[cH:28][c:27]2[c:24]([n:25][cH:26]1)[O:23][CH:22]1[CH2:21][CH:20]([C:30](=[O:31])[O:32][CH3:33])[N:19]([C:18](=[O:34])[CH:17]([CH:35]([CH3:36])[CH3:37])[NH:16][c:15]2[n:14][n:13][c:12]([o:38]2)[CH2:11][CH2:10][CH2:9][CH2:8]3)[CH2:29]1.[CH2:42]1[O:43][CH2:44][CH2:45][CH2:46]1.[ClH:41].[Li+:40].[OH-:39].[OH2:47]>>[CH2:1]([CH3:2])[c:3]1[c:4]2[cH:5][cH:6][c:7]3[cH:28][c:27]2[c:24]([n:25][cH:26]1)[O:23][CH:22]1[CH2:21][CH:20]([C:30](=[O:31])[OH:32])[N:19]([C:18](=[O:34])[CH:17]([CH:35]([CH3:36])[CH3:37])[NH:16][c:15]2[n:14][n:13][c:12]([o:38]2)[CH2:11][CH2:10][CH2:9][CH2:8]3)[CH2:29]1.